From a dataset of the Open Reaction Database (ORD), a public repository of structured organic reaction records. describe an organic reaction: reactants, conditions, products, and yield The reactants are CC#CCBr, CCCCOCCOc1ccc(-c2ccc3c(c2)C=C(C(=O)OC)CCN3)cc1, C1CCOC1, [H-], [Na+], O. The product is CC#CCN1CCC(C(=O)OC)=Cc2cc(-c3ccc(OCCOCCCC)cc3)ccc21. RXN SMILES: [Br:32][CH2:33][C:34]#[C:35][CH3:36].[CH2:1]([CH2:2][CH2:3][CH3:4])[O:5][CH2:6][CH2:7][O:8][c:9]1[cH:10][cH:11][c:12](-[c:15]2[cH:16][cH:17][c:18]3[c:19]([cH:29]2)[CH:20]=[C:21]([C:25](=[O:26])[O:27][CH3:28])[CH2:22][CH2:23][NH:24]3)[cH:13][cH:14]1.[CH2:38]1[O:39][CH2:40][CH2:41][CH2:42]1.[H-:30].[Na+:31].[OH2:37]>>[CH2:1]([CH2:2][CH2:3][CH3:4])[O:5][CH2:6][CH2:7][O:8][c:9]1[cH:10][cH:11][c:12](-[c:15]2[cH:16][cH:17][c:18]3[c:19]([cH:29]2)[CH:20]=[C:21]([C:25](=[O:26])[O:27][CH3:28])[CH2:22][CH2:23][N:24]3[CH2:33][C:34]#[C:35][CH3:36])[cH:13][cH:14]1. Reactants: C1(CC1)CC(=O)O (2-cyclopropylacetic acid), C(=O)(N1C=NC=C1)N1C=NC=C1 (1,1′-carbonyldiimidazole), Cl.CNOC (N,O-Dimethylhydroxylamine hydrochloride). Solvent: ClCCl (dichloromethane). Run at time 2 hour. Yields the product C1(CC1)CC(=O)N(C)OC (2-cyclopropyl-N-methoxy-N-methylacetamide). Reaction SMILES: [CH:1]1([CH2:4][C:5]([OH:7])=O)[CH2:3][CH2:2]1.C(N1C=CN=C1)(N1C=CN=C1)=O.Cl.[CH3:21][NH:22][O:23][CH3:24]>ClCCl>[CH:1]1([CH2:4][C:5]([N:22]([O:23][CH3:24])[CH3:21])=[O:7])[CH2:3][CH2:2]1 |f:2.3|. Procedure: To a solution of 2-cyclopropylacetic acid (C62) (30 g, 300 mmol) in dichloromethane (800 mL) was added 1,1′-carbonyldiimidazole (54 g, 333 mmol) portion-wise, not allowing the temperature to exceed 25° C. The mixture was stirred at room temperature for 2 hours. N,O-Dimethylhydroxylamine hydrochloride (30 g, 308 mmol) was added in one portion and stirred at room temperature for 18 hours. The mixture was washed with water (2×200 mL) and saturated aqueous sodium chloride solution (100 mL), dried ov... Starting materials: [Cl-].C[C@@H]1N([C@@H](CCC1)C)CC[NH3+] (2-(2,6-cis-dimethylpiperidin-1-yl)ethanaminium chloride), NC=1C=C(C(=O)OC)C=CC1F (methyl 3-amino-4-fluorobenzoate), methyl 3-amino-4-fluoro benzoate. Solvent: C1CCOC1 (THF). Run at temperature 80 celsius, time 16 hour. The product is NC=1C=C(C(=O)NCCN2[C@H](CCC[C@H]2C)C)C=CC1F (3-Amino-N-(2-(2,6-cis-dimethylpiperidin-1-yl)ethyl)-4-fluorobenzamide). RXN SMILES: [Cl-].[CH3:2][C@H:3]1[CH2:8][CH2:7][CH2:6][C@@H:5]([CH3:9])[N:4]1[CH2:10][CH2:11][NH3+:12].[NH2:13][C:14]1[CH:15]=[C:16]([CH:21]=[CH:22][C:23]=1[F:24])[C:17](OC)=[O:18]>C1COCC1>[NH2:13][C:14]1[CH:15]=[C:16]([CH:21]=[CH:22][C:23]=1[F:24])[C:17]([NH:12][CH2:11][CH2:10][N:4]1[C@H:5]([CH3:9])[CH2:6][CH2:7][CH2:8][C@@H:3]1[CH3:2])=[O:18] |f:0.1|. Procedure details: A mixture comprising 2-(2,6-cis-dimethylpiperidin-1-yl)ethanaminium chloride (4 g, 20.75 mmol) and methyl 3-amino-4-fluorobenzoate (3.51 g, 20.75 mmol) in THF (50 ml) was treated with TBD (2.89 g, 20.75 mmol) and stirred at 80° C. for 16 hrs. A further portion of methyl 3-amino-4-fluoro benzoate (1 g) and TBD (0.5 g) were added and heating continued for 24 hrs. The resulting mixture was partitioned between ethyl acetate and aqueous sodium bicarbonate. The mixture was extracted once with ethyl ac...